From a dataset of the Open Reaction Database (ORD), a public repository of structured organic reaction records. describe an organic reaction: reactants, conditions, products, and yield The reactants are CSC1=CC=C(C=C1)N1C=NC2=C1C=C(C=C2)C(=O)NN (1-[4-(methylthio)phenyl]-1H-benzimidazole-6-carbohydrazide), C(C)N=C=S (ethyl isothiocyanate). Product: C(C)NC(=S)NNC(=O)C=1C=CC2=C(N(C=N2)C2=CC=C(C=C2)SC)C1 (N-ethyl-2-[[1-[4-(methylthio)phenyl]-1H-benzimidazol-6-yl]carbonyl]hydrazinecarbothioamide). Yield: 90.0%. RXN SMILES: [CH3:1][S:2][C:3]1[CH:8]=[CH:7][C:6]([N:9]2[C:13]3[CH:14]=[C:15]([C:18]([NH:20][NH2:21])=[O:19])[CH:16]=[CH:17][C:12]=3[N:11]=[CH:10]2)=[CH:5][CH:4]=1.[CH2:22]([N:24]=[C:25]=[S:26])[CH3:23]>>[CH2:22]([NH:24][C:25]([NH:21][NH:20][C:18]([C:15]1[CH:16]=[CH:17][C:12]2[N:11]=[CH:10][N:9]([C:6]3[CH:7]=[CH:8][C:3]([S:2][CH3:1])=[CH:4][CH:5]=3)[C:13]=2[CH:14]=1)=[O:19])=[S:26])[CH3:23]. Procedure: In the same manner as in Reference Example 115 and using 1-[4-(methylthio)phenyl]-1H-benzimidazole-6-carbohydrazide instead of 3-[4-(methylthio)phenyl]-1-benzofuran-5-carbohydrazide and ethyl isothiocyanate instead of methyl isothiocyanate, the title compound (yield 90%) was obtained as colorless crystals. Reactants: CCOC(=O)C1CCN1CC(OC)OC, CC(C)[N-]C(C)C, ClCCl, [Li+], O, C1CCOC1, [Zn]. Product: COC(CN1CCC1=O)OC. As a reaction SMILES: [CH3:9][O:10][CH:11]([CH2:12][N:13]1[CH:14]([C:17]([O:18][CH2:19][CH3:20])=[O:21])[CH2:15][CH2:16]1)[O:22][CH3:23].[CH:1]([N-:2][CH:3]([CH3:4])[CH3:5])([CH3:6])[CH3:7].[Cl:30][CH2:31][Cl:32].[Li+:8].[O:24].[O:25]1[CH2:26][CH2:27][CH2:28][CH2:29]1.[Zn:33]>>[CH3:9][O:10][CH:11]([CH2:12][N:13]1[C:14](=[O:25])[CH2:15][CH2:16]1)[O:22][CH3:23]. Starting materials: N#Cc1ccc(Br)c(C=O)c1, CC(C)(C)[O-], [Cl-], CCOP(=O)(Cc1ccc(OC(F)(F)F)cc1)OCC, [K+], [NH4+], CN(C)C=O, O. Yields the product N#Cc1ccc(Br)c(C=Cc2ccc(OC(F)(F)F)cc2)c1. Reaction SMILES: [Br:21][c:22]1[c:23]([CH:30]=[O:31])[cH:24][c:25]([C:26]#[N:27])[cH:28][cH:29]1.[CH3:32][C:33]([CH3:34])([O-:35])[CH3:36].[Cl-:38].[F:1][C:2]([O:3][c:4]1[cH:5][cH:6][c:7]([CH2:8][P:9](=[O:10])([O:11][CH2:12][CH3:13])[O:14][CH2:15][CH3:16])[cH:17][cH:18]1)([F:19])[F:20].[K+:37].[NH4+:39].[O:40]=[CH:41][N:42]([CH3:43])[CH3:44].[OH2:45]>>[F:1][C:2]([O:3][c:4]1[cH:5][cH:6][c:7]([CH:8]=[CH:30][c:23]2[c:22]([Br:21])[cH:29][cH:28][c:25]([C:26]#[N:27])[cH:24]2)[cH:17][cH:18]1)([F:19])[F:20]. The reactants are ClC1=C(C=C(C(=C1)C=CN(C)C)Cl)[N+](=O)[O-] (2,5-Dichloro-4-(2-dimethylaminoethenyl)-nitrobenzene), C(C(=O)O)(=O)O (oxalic acid). Solvent: C(Cl)Cl (methylene chloride), O (water). Yields the product ClC1=C(C=C(C(=C1)[N+](=O)[O-])Cl)CC=O (2,5-Dichloro-4-nitrophenylacetaldehyde). As a reaction SMILES: [Cl:1][C:2]1[CH:7]=[C:6]([CH:8]=[CH:9]N(C)C)[C:5]([Cl:13])=[CH:4][C:3]=1[N+:14]([O-:16])=[O:15].C(O)(=O)C(O)=[O:19]>C(Cl)Cl.O>[Cl:13][C:5]1[CH:4]=[C:3]([N+:14]([O-:16])=[O:15])[C:2]([Cl:1])=[CH:7][C:6]=1[CH2:8][CH:9]=[O:19]. Reported procedure: 2,5-Dichloro-4-(2-dimethylaminoethenyl)-nitrobenzene (10 g, 38.3 mmol) was dissolved in methylene chloride (200 ml) and stirred with a solution of oxalic acid (14.5 g, 115 mmol) in water (80 ml) at room temperature for 18 hours. The layers were separated and the aqueous layer extracted with methylene chloride (50 ml). The combined organic layers were washed with water and brine, dried over magnesium sulfate and filtered. The solution was evaporated to yield the title compound. NMR (CDCl3) δ 9.70... Starting materials: ClC=1C=C(C(=O)Cl)C=CC1 (3-chlorobenzoyl chloride), N1=CC=CC=C1 (pyridine), BrCCO (2-bromoethanol). The solvent is ClCCl (dichloromethane). Run at time 2 hour. Yields the product BrCCOC(C1=CC(=CC=C1)Cl)=O (2-Bromoethyl-3-chlorobenzoate). Isolated yield 86.7%. As a reaction SMILES: [Cl:1][C:2]1[CH:3]=[C:4]([CH:8]=[CH:9][CH:10]=1)[C:5](Cl)=[O:6].N1C=CC=CC=1.[Br:17][CH2:18][CH2:19][OH:20]>ClCCl>[Br:17][CH2:18][CH2:19][O:20][C:5](=[O:6])[C:4]1[CH:8]=[CH:9][CH:10]=[C:2]([Cl:1])[CH:3]=1. Procedure: To a solution of 3-chlorobenzoyl chloride (2) (0.21 g, 2.8 mmol) and pyridine (0.46 mL, 5.7 mmol) in anhydrous dichloromethane (10 mL) at room temperature was (dropwise) added 2-bromoethanol (1) (0.23 mL, 3.1 mmol). The reaction mixture was stirred for 2 h at room temperature and quenched with 1N HCl. The organic phase was washed with saturated aqueous solution of NaHCO3, brine and then dried over anhydrous MgSO4. The crude product was purified by silica gel chromatography to give 2-bromoethyl 3... The solvent is S(O)(O)(=O)=O (sulfuric acid). Product: C(C)OC(=O)C1=CC=CC=2N1C(=CN2)[N+](=O)[O-] (5-Ethoxycarbonyl-3-nitroimidazo[1,2-a]pyridine). Reactants: aqueous solution, C(C)OC(=O)C1=CC=CC=2N1C=CN2 (5-ethoxycarbonylimidazo[1,2-a]pyridine), [N+](=O)(O)[O-] (nitric acid), ice water, [OH-].[Na+] (NaOH). RXN SMILES: [CH2:1]([O:3][C:4]([C:6]1[N:11]2[CH:12]=[CH:13][N:14]=[C:10]2[CH:9]=[CH:8][CH:7]=1)=[O:5])[CH3:2].[N+:15]([O-])([OH:17])=[O:16].[OH-].[Na+]>S(=O)(=O)(O)O>[CH2:1]([O:3][C:4]([C:6]1[N:11]2[C:12]([N+:15]([O-:17])=[O:16])=[CH:13][N:14]=[C:10]2[CH:9]=[CH:8][CH:7]=1)=[O:5])[CH3:2] |f:2.3|. Reported procedure: To a solution of 19.02 g (0.10 mol) of 5-ethoxycarbonylimidazo[1,2-a]pyridine in 50 ml of conc. sulfuric acid was added dropwise, while stirring under ice-cooling, 40 ml of conc. nitric acid. The mixture was stirred for 20 minutes at the same temperature. The reaction mixture was poured into ice-water, which was neutralized with a 10% aqueous solution of NaOH. The resulting precipitates were collected by filtration, washed with water and dried to afford 20.38 g of the desired compound (86.6%, a ...